From a dataset of the Open Reaction Database (ORD), a public repository of structured organic reaction records. describe an organic reaction: reactants, conditions, products, and yield The reactants are [OH-].[Li+] (Lithium hydroxide), CS(=O)(=O)OC1=CC=C(OCCC=2C=C(OCC3=C(C(=O)OC)C=CC=C3)C=CC2)C=C1 (Methyl 2-{[3-(2-{4-[(methylsulfonyl)oxy]phenoxy}ethyl)phenoxy]methyl}benzoate), Cl (HCl). The solvent is C1CCOC1.O (THF water). Product: CS(=O)(=O)OC1=CC=C(OCCC=2C=C(OCC3=C(C(=O)O)C=CC=C3)C=CC2)C=C1 (2-{[3-(2-{4-[(methylsulfonyl)oxy]phenoxy}ethyl)phenoxy]methyl}benzoic acid). The yield is 16.0%. RXN SMILES: [CH3:1][S:2]([O:5][C:6]1[CH:32]=[CH:31][C:9]([O:10][CH2:11][CH2:12][C:13]2[CH:14]=[C:15]([CH:28]=[CH:29][CH:30]=2)[O:16][CH2:17][C:18]2[CH:27]=[CH:26][CH:25]=[CH:24][C:19]=2[C:20]([O:22]C)=[O:21])=[CH:8][CH:7]=1)(=[O:4])=[O:3].[OH-].[Li+].Cl>C1COCC1.O>[CH3:1][S:2]([O:5][C:6]1[CH:32]=[CH:31][C:9]([O:10][CH2:11][CH2:12][C:13]2[CH:14]=[C:15]([CH:28]=[CH:29][CH:30]=2)[O:16][CH2:17][C:18]2[CH:27]=[CH:26][CH:25]=[CH:24][C:19]=2[C:20]([OH:22])=[O:21])=[CH:8][CH:7]=1)(=[O:4])=[O:3] |f:1.2,4.5|. Reported procedure: Methyl 2-{[3-(2-{4-[(methylsulfonyl)oxy]phenoxy}ethyl)phenoxy]methyl}benzoate (0.109 g, 0.24 mmol) was dissolved in a mixture of THF/water (7/1, 2.5 ml). Lithium hydroxide (23 mg, 0.96 mmol) was added. The reaction was performed in a single node microwave oven (7 min, 150° C.). The mixture was acidified (HCl, 1 ml, 1 M) and the water phase was extracted with two portions of EtOAc (2×5 ml). The organic phases were combined, dried (MgSO4) and the solvent was removed by evaporation and gave 17 mg o...